From a dataset of the Open Reaction Database (ORD), a public repository of structured organic reaction records. describe an organic reaction: reactants, conditions, products, and yield The reactants are ClC=1C=C(C2=C(N1)N(N=C2)C(C)C)C(=O)NCC=2C(NC(=CC2C)C)=O (6-chloro-N-[(4,6-dimethyl-2-oxo-1,2-dihydro-3-pyridinyl)methyl]-1-(1-methylethyl)-1H-pyrazolo[3,4-b]pyridine-4-carboxamide), C(C)O (ethanol), N1CCCCC1 (piperidine). Run in O (water). Reaction conditions: temperature 120 celsius. Yields the product CC1=C(C(NC(=C1)C)=O)CNC(=O)C=1C2=C(N=C(C1)N1CCCCC1)N(N=C2)C(C)C (N-[(4,6-Dimethyl-2-oxo-1,2-dihydro-3-pyridinyl)methyl]-1-(1-methylethyl)-6-(1-piperidinyl)-1H-pyrazolo[3,4-b]pyridine-4-carboxamide). Reaction SMILES: Cl[C:2]1[CH:3]=[C:4]([C:14]([NH:16][CH2:17][C:18]2[C:19](=[O:26])[NH:20][C:21]([CH3:25])=[CH:22][C:23]=2[CH3:24])=[O:15])[C:5]2[CH:10]=[N:9][N:8]([CH:11]([CH3:13])[CH3:12])[C:6]=2[N:7]=1.C(O)C.[NH:30]1[CH2:35][CH2:34][CH2:33][CH2:32][CH2:31]1>O>[CH3:24][C:23]1[CH:22]=[C:21]([CH3:25])[NH:20][C:19](=[O:26])[C:18]=1[CH2:17][NH:16][C:14]([C:4]1[C:5]2[CH:10]=[N:9][N:8]([CH:11]([CH3:13])[CH3:12])[C:6]=2[N:7]=[C:2]([N:30]2[CH2:35][CH2:34][CH2:33][CH2:32][CH2:31]2)[CH:3]=1)=[O:15]. Procedure details: To a 10 mL reaction vial containing stir bar were added 6-chloro-N-[(4,6-dimethyl-2-oxo-1,2-dihydro-3-pyridinyl)methyl]-1-(1-methylethyl)-1H-pyrazolo[3,4-b]pyridine-4-carboxamide (0.060 g, 0.160 mmol), ethanol (1.5 mL), and then piperidine (0.318 mL, 3.21 mmol) via syringe at once. The contents were capped, placed into a heat block, and heated at 120° C. for 18 h. After cooling to room temperature, the reaction mixture was diluted with water (40 mL), adjusted to pH 6-7, and stirred for 15 min. T... The reactants are COC1=C(C=CC=C1)N1CCC=2C(=NC=3C(=CC=CC3C21)OCC(F)(F)F)Cl (1-(2-Methoxyphenyl)-4-chloro-6-β,β,β-trifluoroethoxy-2,3-dihydropyrrolo[3,2-c]quinoline). Run in C(O)CN (ethanolamine). Yields the product COC1=C(C=CC=C1)N1CCC=2C(=NC=3C(=CC=CC3C21)OCC(F)(F)F)NCCO (1-(2-methoxyphenyl)-4-[(2-hydroxyethyl)amino]-6-β,β,β-trifluoroethoxy-2,3-dihydropyrrolo[3,2-c]quinoline). Isolated yield 118.1%. As a reaction SMILES: [CH3:1][O:2][C:3]1[CH:8]=[CH:7][CH:6]=[CH:5][C:4]=1[N:9]1[C:21]2[C:20]3[CH:19]=[CH:18][CH:17]=[C:16]([O:22][CH2:23][C:24]([F:27])([F:26])[F:25])[C:15]=3[N:14]=[C:13](Cl)[C:12]=2[CH2:11][CH2:10]1>C(CN)O>[CH3:1][O:2][C:3]1[CH:8]=[CH:7][CH:6]=[CH:5][C:4]=1[N:9]1[C:21]2[C:20]3[CH:19]=[CH:18][CH:17]=[C:16]([O:22][CH2:23][C:24]([F:27])([F:26])[F:25])[C:15]=3[N:14]=[C:13]([NH:9][CH2:4][CH2:3][OH:2])[C:12]=2[CH2:11][CH2:10]1. Procedure: 1-(2-Methoxyphenyl)-4-chloro-6-β,β,β-trifluoroethoxy-2,3-dihydropyrrolo[3,2-c]quinoline(500 mg, 1.2 mmol) was dissolved in ethanolamine(5.0 ml), and reacted at the same condition of Step 3 in the Example 38 to obtain 307 mg of desired compound as solid in 58% of yield.